This data is from the Open Reaction Database (ORD), a public repository of structured organic reaction records. The task is: describe an organic reaction: reactants, conditions, products, and yield Starting materials: CCOC(=O)CCNC(=O)C1CCCN(C(=O)C=CC2CCN(C(=O)OC(C)(C)C)CC2)C1, CCOC(C)=O, Cl. Product: CCOC(=O)CCNC(=O)C1CCCN(C(=O)C=CC2CCNCC2)C1. Reaction SMILES: [CH2:1]([CH3:2])[O:3][C:4]([CH2:5][CH2:6][NH:7][C:8](=[O:9])[CH:10]1[CH2:11][N:12]([C:16]([CH:17]=[CH:18][CH:19]2[CH2:20][CH2:21][N:22]([C:25]([O:26][C:27]([CH3:28])([CH3:29])[CH3:30])=[O:31])[CH2:23][CH2:24]2)=[O:32])[CH2:13][CH2:14][CH2:15]1)=[O:33].[CH3:35][CH2:36][O:37][C:38](=[O:39])[CH3:40].[ClH:34]>>[CH2:1]([CH3:2])[O:3][C:4]([CH2:5][CH2:6][NH:7][C:8](=[O:9])[CH:10]1[CH2:11][N:12]([C:16]([CH:17]=[CH:18][CH:19]2[CH2:20][CH2:21][NH:22][CH2:23][CH2:24]2)=[O:32])[CH2:13][CH2:14][CH2:15]1)=[O:33]. The reactants are C1CCOC1, CCO, CCCOc1ccc(F)c2c(=O)c(-c3ccc(C(=O)OC)cc3)c[nH]c12, [Li+], [OH-], O. The product is CCCOc1ccc(F)c2c(=O)c(-c3ccc(C(=O)O)cc3)c[nH]c12. RXN SMILES: [CH2:30]1[O:31][CH2:32][CH2:33][CH2:34]1.[CH3:27][CH2:28][OH:29].[F:1][c:2]1[c:3]2[c:4](=[O:26])[c:5](-[c:16]3[cH:17][cH:18][c:19]([C:20](=[O:21])[O:22][CH3:23])[cH:24][cH:25]3)[cH:6][nH:7][c:8]2[c:9]([O:12][CH2:13][CH2:14][CH3:15])[cH:10][cH:11]1.[Li+:35].[OH-:36].[OH2:37]>>[F:1][c:2]1[c:3]2[c:4](=[O:26])[c:5](-[c:16]3[cH:17][cH:18][c:19]([C:20](=[O:21])[OH:22])[cH:24][cH:25]3)[cH:6][nH:7][c:8]2[c:9]([O:12][CH2:13][CH2:14][CH3:15])[cH:10][cH:11]1. The reactants are CCN(C(C)C)C(C)C, ClCCl, CC(C)(C(=O)Cl)c1cc(C(F)(F)F)cc(C(F)(F)F)c1, Nc1ccccc1S(=O)(=O)c1ccccc1. The product is CN(C(=O)C(C)(C)c1cc(C(F)(F)F)cc(C(F)(F)F)c1)c1ccccc1S(=O)(=O)c1ccccc1. RXN SMILES: [CH2:17]([N:18]([CH:19]([CH3:20])[CH3:21])[CH:22]([CH3:23])[CH3:24])[CH3:25].[Cl:46][CH2:47][Cl:48].[F:26][C:27]([c:28]1[cH:29][c:30]([C:38]([C:39](=[O:40])[Cl:41])([CH3:42])[CH3:43])[cH:31][c:32]([C:34]([F:35])([F:36])[F:37])[cH:33]1)([F:44])[F:45].[c:1]1([S:7](=[O:8])(=[O:9])[c:10]2[c:11]([NH2:16])[cH:12][cH:13][cH:14][cH:15]2)[cH:2][cH:3][cH:4][cH:5][cH:6]1>>[c:1]1([S:7](=[O:8])(=[O:9])[c:10]2[c:11]([N:16]([CH3:17])[C:39]([C:38]([c:30]3[cH:29][c:28]([C:27]([F:26])([F:44])[F:45])[cH:33][c:32]([C:34]([F:35])([F:36])[F:37])[cH:31]3)([CH3:42])[CH3:43])=[O:40])[cH:12][cH:13][cH:14][cH:15]2)[cH:2][cH:3][cH:4][cH:5][cH:6]1. Reactants: BrC1=CC(=CC(=C1)F)F (1-bromo-3,5-difluorobenzene), FC1=CC=C(C=C)C=C1 (4-fluorostyrene), CC1=CC=C(C=C1)SC (4-methylthioanisole). Run in C1(=CC=CC=C1)C.CCCCCC (toluene hexane). Product: CSC1=CC=C(C=C1)\C=C\C1=CC(=CC(=C1)F)F ((E)-1-(Methylthio)-4-[2-(3 ,5-difluorophenyl)ethenyl]benzene). As a reaction SMILES: Br[C:2]1[CH:7]=[C:6]([F:8])[CH:5]=[C:4]([F:9])[CH:3]=1.F[C:11]1[CH:18]=[CH:17][C:14]([CH:15]=[CH2:16])=[CH:13][CH:12]=1.CC1C=C[C:23]([S:26]C)=CC=1>C1(C)C=CC=CC=1.CCCCCC>[CH3:23][S:26][C:11]1[CH:18]=[CH:17][C:14](/[CH:15]=[CH:16]/[C:2]2[CH:7]=[C:6]([F:8])[CH:5]=[C:4]([F:9])[CH:3]=2)=[CH:13][CH:12]=1 |f:3.4|. Reported procedure: Following the procedure describe in Method 3, but substituting 4-methylthiostyrene (from method 4, step 1) and 1-bromo-3,5-difluorobenzene for 4-fluorostyrene and 4-methylthioanisole, the title product was obtained after flash chromatography (silica gel; toluene/hexane (50:50)) as an orange oil. The reactants are OCCCl, Nc1cc([N+](=O)[O-])c(N)cc1Cl, [Na+], [OH-], O. Product: Nc1cc(Cl)c(NCCO)cc1[N+](=O)[O-]. As a reaction SMILES: [CH2:13]([CH2:14][OH:15])[Cl:16].[NH2:1][c:2]1[c:3]([N+:10](=[O:11])[O-:12])[cH:4][c:5]([NH2:9])[c:6]([Cl:8])[cH:7]1.[Na+:18].[OH-:17].[OH2:19]>>[NH2:1][c:2]1[c:3]([N+:10](=[O:11])[O-:12])[cH:4][c:5]([NH:9][CH2:13][CH2:14][OH:15])[c:6]([Cl:8])[cH:7]1.